This data is from the Open Reaction Database (ORD), a public repository of structured organic reaction records. The task is: describe an organic reaction: reactants, conditions, products, and yield The reactants are ClC1=C(C#N)C=CC=C1 (2-chlorobenzonitrile), P(OC(C)C)(OC(C)C)OC(C)C (triisopropyl phosphite), OP(=O)(O)O (H3PO4), CC1=CC=C(C=C1)[Zn] (4-methylphenylzinc). The reagents and catalysts are C/C(=C/C(=O)C)/[O-].C/C(=C/C(=O)C)/[O-].[Ni+2] (nickel bis(acetylacetonate)). Solvent: C1CCOC1 (THF). Conditions: temperature 40 celsius, time 30 minute. Yields the product CC1=CC=C(C=C1)C1=C(C#N)C=CC=C1 (2-(4-methylphenyl)benzonitrile). As a reaction SMILES: Cl[C:2]1[CH:9]=[CH:8][CH:7]=[CH:6][C:3]=1[C:4]#[N:5].P(OC(C)C)(OC(C)C)OC(C)C.[CH3:23][C:24]1[CH:29]=[CH:28][C:27]([Zn])=[CH:26][CH:25]=1.OP(O)(O)=O>C1COCC1.C/C(/[O-])=C/C(C)=O.C/C(/[O-])=C/C(C)=O.[Ni+2]>[CH3:23][C:24]1[CH:29]=[CH:28][C:27]([C:2]2[CH:9]=[CH:8][CH:7]=[CH:6][C:3]=2[C:4]#[N:5])=[CH:26][CH:25]=1 |f:5.6.7|. Reported procedure: A solution containing 13.8 g (100 mmol) 2-chlorobenzonitrile, 1.93 g (7.50 mmol) nickel bis(acetylacetonate), and 2.31 mL (9.38 mmol) triisopropyl phosphite in 15 mL of THF was rapidly added to the 4-methylphenylzinc reagent mixture. The mixture was then heated to 40° C., maintained at this temperature for 135 min, then cooled to 0° C. 75 mL of 10% H3PO4 was added in portions while keeping the temperature below 25° C. With the mixture stirring vigorously at room temperature, a rapid flow of air ... Reactants: CCOC(C)=O, CCOC(C)=O, Cl, CC(C)(C)OC(=O)N1CCc2cc(S(C)(=O)=O)cc(F)c21. Yields the product Cl, CS(=O)(=O)c1cc(F)c2c(c1)CCN2. As a reaction SMILES: [C:22]([O:23][CH2:24][CH3:25])(=[O:26])[CH3:27].[CH3:29][CH2:30][O:31][C:32](=[O:33])[CH3:34].[ClH:28].[F:1][c:2]1[cH:3][c:4]([S:18](=[O:19])(=[O:20])[CH3:21])[cH:5][c:6]2[c:10]1[N:9]([C:11]([O:12][C:13]([CH3:14])([CH3:15])[CH3:16])=[O:17])[CH2:8][CH2:7]2>>[ClH:28].[F:1][c:2]1[cH:3][c:4]([S:18](=[O:19])(=[O:20])[CH3:21])[cH:5][c:6]2[c:10]1[NH:9][CH2:8][CH2:7]2. Procedure: To the acid (1,4-oxazino[2,3,4-hi]indole-9-carboxylic acid, 6-cyclohexyl-2,3-dihydro-5-phenyl-) (11.4 mg, 31.5 μmol) in a round-bottomed flask at r.t. under N2 was added a solution of 1,1′-carbonyldiimidazole (CDI) (10.2 mg, 62.9 μmol) in THF (1 ml), and the mixture was stirred at 50° C. for 2 hr. After cooling to r.t., the reaction mixture was added a mixture of N,N-dimethylsulfamide (15.6 mg, 126 μmol) and DBU (21.6 mg, 142 μmol) in THF (0.5 ml), and then stirred at 50° C. for 20.5 hr. After c... Reaction conditions: temperature 50 celsius, time 2 hour. Starting materials: O1C=CN2C=CC3=CC=C(C1=C23)C(=O)O (1,4-oxazino[2,3,4-hi]indole-9-carboxylic acid), C(=O)(N1C=NC=C1)N1C=NC=C1 (1,1′-carbonyldiimidazole), CN(S(=O)(=O)N)C (N,N-dimethylsulfamide), C1CCC2=NCCCN2CC1 (DBU). Product: C1(CCCCC1)C1=C(N2C3=C(C(=CC=C13)C(=O)NS(=O)(=O)N(C)C)OCC2)C2=CC=CC=C2 (6-cyclohexyl-N-[(dimethylamino)sulfonyl]-2,3-dihydro-5-phenyl-1,4-oxazino[2,3,4-hi]indole-9-carboxamide). As a reaction SMILES: [O:1]1[C:11]2=[C:12]3[C:7](=[CH:8][CH:9]=[C:10]2[C:13]([OH:15])=O)[CH:6]=[CH:5][N:4]3[CH:3]=[CH:2]1.C(N1[CH:27]=[CH:26]N=C1)(N1C=CN=C1)=O.[CH3:28][N:29]([CH3:34])[S:30]([NH2:33])(=[O:32])=[O:31].[CH2:35]1[CH2:45][CH2:44]N2[C:38](=NCCC2)[CH2:37][CH2:36]1>C1COCC1>[CH:35]1([C:6]2[C:7]3[C:12]4=[C:11]([O:1][CH2:2][CH2:3][N:4]4[C:5]=2[C:27]2[CH:26]=[CH:8][CH:7]=[CH:6][CH:5]=2)[C:10]([C:13]([NH:33][S:30]([N:29]([CH3:34])[CH3:28])(=[O:32])=[O:31])=[O:15])=[CH:9][CH:8]=3)[CH2:36][CH2:37][CH2:38][CH2:44][CH2:45]1. The solvent is C1CCOC1 (THF), C1CCOC1 (THF). Reactants: C[O-].[Na+] (Sodium methoxide), FC=1C=CC2=C(C(C=C(O2)C(=O)OC)=O)C1 (Methyl 6-fluoro-4-oxo-4H-1-benzopyran-2-carboxylate), C[C@H](C1=CC=CC=C1)N ((R)-α-methylbenzylamine). Solvent: C1=CC=CC=C1 (benzene). Yields the product C[C@H](C1=CC=CC=C1)NC(=O)C=1OC2=C(C(C1)=O)C=C(C=C2)F ((-)-N-[(R)-α-Methylbenzyl]-6-fluoro-4-oxo-4H-1-benzopyran-2-carboxamide). Reaction SMILES: C[O-].[Na+].[F:4][C:5]1[CH:6]=[CH:7][C:8]2[O:13][C:12]([C:14]([O:16]C)=O)=[CH:11][C:10](=[O:18])[C:9]=2[CH:19]=1.[CH3:20][C@@H:21]([NH2:28])[C:22]1[CH:27]=[CH:26][CH:25]=[CH:24][CH:23]=1>C1C=CC=CC=1>[CH3:20][C@@H:21]([NH:28][C:14]([C:12]1[O:13][C:8]2[CH:7]=[CH:6][C:5]([F:4])=[CH:19][C:9]=2[C:10](=[O:18])[CH:11]=1)=[O:16])[C:22]1[CH:27]=[CH:26][CH:25]=[CH:24][CH:23]=1 |f:0.1|. Reported procedure: Sodium methoxide (540 mg, 10.0 mmol) was added to a solution of methyl 6-fluoro-4-oxo-4H-1-benzopyran-2-carboxylate (2.22 g, 10.0 mmol, obtained in Example 3 or 4) and (R)-α-methylbenzylamine (1.21 g, 10.0 mmol) in dry benzene (20 ml) and the mixture was refluxed for 2 hours. The reactants are OCC(CO)SC(C(CN1N=CN=C1)(O)C1=CC=C(C=C1)C(F)(F)F)(C)C ((RS)-3-[(1,3-dihydroxy-2-propyl)thio]-3-methyl-2-[4-(trifluoromethyl)phenyl]-1-(1H-1,2,4-triazol-1-yl)-2-butanol), FC(C1=CC=C(/C=C/C=O)C=C1)(F)F (trans-4-(trifluoromethyl)cinnamaldehyde). Yields the product CC(C(CN1N=CN=C1)(O)C1=CC=C(C=C1)C(F)(F)F)(C)S[C@H]1CO[C@@H](OC1)\C=C\C1=CC=C(C=C1)C(F)(F)F ((RS)-3-Methyl-1-(1H-1,2,4-triazol-1-yl)-2-[4-(trifluoromethyl)phenyl]-3-[[trans-2-[(E)-2-[4-(trifluoromethyl)phenyl]vinyl]-1,3-dioxan-5-yl]thio]-2-butanol). RXN SMILES: [OH:1][CH2:2][CH:3]([S:6][C:7]([CH3:27])([CH3:26])[C:8]([C:16]1[CH:21]=[CH:20][C:19]([C:22]([F:25])([F:24])[F:23])=[CH:18][CH:17]=1)([OH:15])[CH2:9][N:10]1[CH:14]=[N:13][CH:12]=[N:11]1)[CH2:4][OH:5].[F:28][C:29]([F:41])([F:40])[C:30]1[CH:39]=[CH:38][C:33](/[CH:34]=[CH:35]/[CH:36]=O)=[CH:32][CH:31]=1>>[CH3:26][C:7]([S:6][C@@H:3]1[CH2:4][O:5][C@@H:36](/[CH:35]=[CH:34]/[C:33]2[CH:38]=[CH:39][C:30]([C:29]([F:28])([F:40])[F:41])=[CH:31][CH:32]=2)[O:1][CH2:2]1)([CH3:27])[C:8]([C:16]1[CH:17]=[CH:18][C:19]([C:22]([F:24])([F:23])[F:25])=[CH:20][CH:21]=1)([OH:15])[CH2:9][N:10]1[CH:14]=[N:13][CH:12]=[N:11]1. Procedure details: Reaction was carried out in the same manner as in Example 4 using (RS)-3-[(1,3-dihydroxy-2-propyl)thio]-3-methyl-2-[4-(trifluoromethyl)phenyl]-1-(1H-1,2,4-triazol-1-yl)-2-butanol as described in Reference example 55 and trans-4-(trifluoromethyl)cinnamaldehyde as described in Reference example 22 to obtain the title compound as a colorless foam. Starting materials: BrCC(=O)C1=C(C=CC2=CC=CC=C12)OCC (2-bromo-1-(2-ethoxy-naphthalen-1-yl)-ethanone), C(C)(=O)[O-].[Na+] (sodium acetate). The solvent is CN(C=O)C (N,N-dimethylformamide), CN(C=O)C (N,N-dimethylformamide). Reaction conditions: temperature 80 celsius. Product: C(C)OC1=C(C2=CC=CC=C2C=C1)C(COC(C)=O)=O (acetic acid 2-(2-ethoxy-naphthalen-1-yl)-2-oxo-ethyl ester). Isolated yield 93.8%. RXN SMILES: Br[CH2:2][C:3]([C:5]1[C:14]2[C:9](=[CH:10][CH:11]=[CH:12][CH:13]=2)[CH:8]=[CH:7][C:6]=1[O:15][CH2:16][CH3:17])=[O:4].[C:18]([O-:21])(=[O:20])[CH3:19].[Na+]>CN(C)C=O>[CH2:16]([O:15][C:6]1[CH:7]=[CH:8][C:9]2[C:14](=[CH:13][CH:12]=[CH:11][CH:10]=2)[C:5]=1[C:3](=[O:4])[CH2:2][O:21][C:18](=[O:20])[CH3:19])[CH3:17] |f:1.2|. Reported procedure: A mixture of 2-bromo-1-(2-ethoxy-naphthalen-1-yl)-ethanone (7.0 g), sodium acetate (2.0 g) and N,N-dimethylformamide (80 mL) was heated at 80° C. for 1.5 hours. After cooling to room temperature the N,N-dimethylformamide was removed under reduced pressure and the resulting residue was partitioned between dichloromethane (60 mL) and water (60 mL). The organic phase was washed with water (60 mL), brine (60 mL), dried over magnesium sulfate, filtered and the solvent removed under reduced pressure t... As a reaction SMILES: [CH3:1][C:2]1[C:13]([O:14]C2CCCCO2)=[CH:12][C:5]2[CH:6]=[C:7]([C:9](=[O:11])[CH3:10])[O:8][C:4]=2[C:3]=1[CH3:21].[Br:22]Br>C(Cl)(Cl)Cl>[Br:22][C:6]1[C:5]2[CH:12]=[C:13]([OH:14])[C:2]([CH3:1])=[C:3]([CH3:21])[C:4]=2[O:8][C:7]=1[C:9](=[O:11])[CH3:10]. Reaction conditions: time 1 hour. The reactants are CC1=C(C2=C(C=C(O2)C(C)=O)C=C1OC1OCCCC1)C (1-[6,7-dimethyl-5-(tetrahydro-pyran-2-yloxy)-benzofuran-2-yl]-ethanone), BrBr (bromine). Procedure: To a solution of 1-[6,7-dimethyl-5-(tetrahydro-pyran-2-yloxy)-benzofuran-2-yl]-ethanone (200 mg) in chloroform (20 mL) was added bromine (120 mg). After 1 h, the solution was washed with water and dried over MgSO4 and concentrated. The residue was purified by silica gel column eluting with 10% hexane in DCM to give 1-(3-Bromo-5-hydroxy-6,7-dimethyl-benzofuran-2-yl)-ethanone, as a yellow solid. 1H NMR (CDCl3, 300 MHz) δ: 7.38 (s, 1H), 5.55 (s, 1H, OH), 2.60, 2.50, 2.31 (3s, 9H) ppm. MS (m/z): 283... Solvent: C(Cl)(Cl)Cl (chloroform). The product is BrC1=C(OC2=C1C=C(C(=C2C)C)O)C(C)=O (1-(3-Bromo-5-hydroxy-6,7-dimethyl-benzofuran-2-yl)-ethanone). Starting materials: NC=1SC=C(N1)C(C)(C)C (2-Amino-4-(2-methyl-2-propyl)thiazole), C(C)OC=C(C(=O)OCC)C(=O)OCC (diethyl ethoxymethylenemalonate). Yields the product C(=O)(OCC)C(=CNC=1SC=C(N1)C(C)(C)C)C(=O)OCC (2-(2,2-Dicarbethoxyethenylamino)-4-(2-methyl-2-propyl)thiazole). RXN SMILES: [NH2:1][C:2]1[S:3][CH:4]=[C:5]([C:7]([CH3:10])([CH3:9])[CH3:8])[N:6]=1.C(O[CH:14]=[C:15]([C:21]([O:23][CH2:24][CH3:25])=[O:22])[C:16]([O:18][CH2:19][CH3:20])=[O:17])C>>[C:21]([C:15]([C:16]([O:18][CH2:19][CH3:20])=[O:17])=[CH:14][NH:1][C:2]1[S:3][CH:4]=[C:5]([C:7]([CH3:10])([CH3:9])[CH3:8])[N:6]=1)([O:23][CH2:24][CH3:25])=[O:22]. Procedure: 2-Amino-4-(2-methyl-2-propyl)thiazole (15.6 g., 0.1 mole) and diethyl ethoxymethylenemalonate (23.8 g., 0.11 mole) were combined and heated on a steam bath for 2 hours. 2-(2,2-Dicarbethoxyethenylamino)-4-(2-methyl-2-propyl)thiazole was obtained as a wet solid on cooling and used directly in the next step.